This data is from the Open Reaction Database (ORD), a public repository of structured organic reaction records. The task is: describe an organic reaction: reactants, conditions, products, and yield Yields the product CCCCC1C(C(CCC(CCCC(CCCC(/C(=C/C(C(CC(CC(CC(CC(CCCC/C(=C/C(C(OC1=O)C(C)C(CCCNC(=N)N)O)C)/C)O)O)O)O)O)O[C@@H]2[C@H]([C@@H]([C@H](O2)CO)O)O)/C)O)O)O)C)O (Primycin). Solvent: O (water), O (water). RXN SMILES: [CH3:1][CH2:2][CH2:3][CH2:4][CH:5]1[C:40](=[O:41])[O:39][CH:38]([CH:42]([CH:44]([OH:52])[CH2:45][CH2:46][CH2:47][NH:48][C:49]([NH2:51])=[NH:50])[CH3:43])[CH:37]([CH3:53])[CH:36]=[C:35]([CH3:54])[CH2:34][CH2:33][CH2:32][CH2:31][CH:30]([OH:55])[CH2:29][CH:28]([OH:56])[CH2:27][CH:26]([OH:57])[CH2:25][CH:24]([OH:58])[CH2:23][CH:22]([OH:59])[CH:21]([O:60][C@H:61]2[O:65][C@H:64]([CH2:66][OH:67])[C@@H:63]([OH:68])[C@@H:62]2[OH:69])[CH:20]=[C:19]([CH3:70])[CH:18]([OH:71])[CH2:17][CH2:16][CH2:15][CH:14]([OH:72])[CH2:13][CH2:12][CH2:11][CH:10]([OH:73])[CH2:9][CH2:8][CH:7]([CH3:74])[CH:6]1[OH:75].C[C@@]12[C@H]3[C@@H](O)C[C@]4(C)[C@@](O)(C(CO)=O)CC[C@H]4[C@@H]3CCC1=CC(=O)CC2.C[C@@H]1[C@@H](O)[C@@H](C)[C@H](C)OC(=O)C[C@H](O)C[C@H](O)C[C@H](O)CC[C@@H](O)[C@H](O)C[C@@]2(O)O[C@H]([C@H](C(O)=O)[C@@H](O)C2)C[C@@H](O[C@H]2O[C@@H](C)[C@H](O)[C@@H](N)[C@H]2O)C=CC=CC=CC=CCCC=CC=C1.CN1C(=O)CCC1>O>[CH3:1][CH2:2][CH2:3][CH2:4][CH:5]1[C:40](=[O:41])[O:39][CH:38]([CH:42]([CH:44]([OH:52])[CH2:45][CH2:46][CH2:47][NH:48][C:49]([NH2:51])=[NH:50])[CH3:43])[CH:37]([CH3:53])[CH:36]=[C:35]([CH3:54])[CH2:34][CH2:33][CH2:32][CH2:31][CH:30]([OH:55])[CH2:29][CH:28]([OH:56])[CH2:27][CH:26]([OH:57])[CH2:25][CH:24]([OH:58])[CH2:23][CH:22]([OH:59])[CH:21]([O:60][C@H:61]2[O:65][C@H:64]([CH2:66][OH:67])[C@@H:63]([OH:68])[C@@H:62]2[OH:69])[CH:20]=[C:19]([CH3:70])[CH:18]([OH:71])[CH2:17][CH2:16][CH2:15][CH:14]([OH:72])[CH2:13][CH2:12][CH2:11][CH:10]([OH:73])[CH2:9][CH2:8][CH:7]([CH3:74])[CH:6]1[OH:75] |f:0.1.2.3|. Reactants: alcohol cetyl, stearyl alcohol polyglycol ether, CCCCC1C(C(CCC(CCCC(CCCC(/C(=C/C(C(CC(CC(CC(CC(CCCC/C(=C/C(C(OC1=O)C(C)C(CCCNC(=N)N)O)C)/C)O)O)O)O)O)O[C@@H]2[C@H]([C@@H]([C@H](O2)CO)O)O)/C)O)O)O)C)O.C[C@]12CCC(=O)C=C1CC[C@@H]3[C@@H]2[C@H](C[C@]4([C@H]3CC[C@@]4(C(=O)CO)O)C)O.C[C@H]1/C=C/C=C/CC/C=C/C=C/C=C/C=C/[C@@H](C[C@H]2[C@@H]([C@H](C[C@](O2)(C[C@H]([C@@H](CC[C@H](C[C@H](C[C@H](CC(=O)O[C@H]([C@@H]([C@@H]1O)C)C)O)O)O)O)O)O)O)C(=O)O)O[C@@H]3[C@@H]([C@@H]([C@H]([C@@H](O3)C)O)N)O.CN1CCCC1=O (primycin hydrocortisone nystatin NMP). Reported procedure: The alcohol cetyl stearilicus and emulsifier E 2155 (stearyl alcohol polyglycol ether, manufacturer: T. Goldschmidt, Essen, GFR) are melted on a water-bath under constant stirring at 60°-70° C. About 80% of the distilled water having the same temperature is added under constant stirring in a thin stream. The gel is further homogenized with the previously prepared primycin+hydrocortisone+nystatin NMP gel and finally filled up with distilled water. Starting materials: CCOc1nc2cc(C)cc(CC(=O)OC)c2c(C)c1Cc1ccc(Cl)cc1, CO, [Li+], [OH-], O. The product is CCOc1nc2cc(C)cc(CC(=O)O)c2c(C)c1Cc1ccc(Cl)cc1. As a reaction SMILES: [CH3:1][O:2][C:3]([CH2:4][c:5]1[c:6]2[c:7]([CH3:27])[c:8]([CH2:19][c:20]3[cH:21][cH:22][c:23]([Cl:26])[cH:24][cH:25]3)[c:9]([O:16][CH2:17][CH3:18])[n:10][c:11]2[cH:12][c:13]([CH3:15])[cH:14]1)=[O:28].[CH3:29][OH:30].[Li+:31].[OH-:32].[OH2:33]>>[O:2]=[C:3]([CH2:4][c:5]1[c:6]2[c:7]([CH3:27])[c:8]([CH2:19][c:20]3[cH:21][cH:22][c:23]([Cl:26])[cH:24][cH:25]3)[c:9]([O:16][CH2:17][CH3:18])[n:10][c:11]2[cH:12][c:13]([CH3:15])[cH:14]1)[OH:28].